This data is from the Open Reaction Database (ORD), a public repository of structured organic reaction records. The task is: describe an organic reaction: reactants, conditions, products, and yield Starting materials: FC1=CC=C(C=C1)C1=CC(=NN1C1=CC=CC=C1)CCC=O (3-(5-(4-fluorophenyl)-1-phenyl-1H-pyrazol-3-yl)-propanal), [BH-](OC(=O)C)(OC(=O)C)OC(=O)C.[Na+] (NaBH(OAc)3), C1(=CC=CC=C1)N1CCNCC1 (1-phenylpiperazine), CCN(C(C)C)C(C)C (DIPEA). The product is FC1=CC=C(C=C1)C1=CC(=NN1C1=CC=CC=C1)CCCN1CCN(CC1)C1=CC=CC=C1 (1-(3-(5-(4-fluorophenyl)-1-phenyl-1H-pyrazol-3-yl)propyl)-4-phenylpiperazine). RXN SMILES: [F:1][C:2]1[CH:7]=[CH:6][C:5]([C:8]2[N:12]([C:13]3[CH:18]=[CH:17][CH:16]=[CH:15][CH:14]=3)[N:11]=[C:10]([CH2:19][CH2:20][CH:21]=O)[CH:9]=2)=[CH:4][CH:3]=1.[C:23]1([N:29]2[CH2:34][CH2:33][NH:32][CH2:31][CH2:30]2)[CH:28]=[CH:27][CH:26]=[CH:25][CH:24]=1.CCN(C(C)C)C(C)C.[BH-](OC(C)=O)(OC(C)=O)OC(C)=O.[Na+]>>[F:1][C:2]1[CH:7]=[CH:6][C:5]([C:8]2[N:12]([C:13]3[CH:18]=[CH:17][CH:16]=[CH:15][CH:14]=3)[N:11]=[C:10]([CH2:19][CH2:20][CH2:21][N:32]3[CH2:33][CH2:34][N:29]([C:23]4[CH:28]=[CH:27][CH:26]=[CH:25][CH:24]=4)[CH2:30][CH2:31]3)[CH:9]=2)=[CH:4][CH:3]=1 |f:3.4|. Procedure: 49 mg (62%) of target compound was obtained by using a method same as in Example 1 by using 3-(5-(4-fluorophenyl)-1-phenyl-1H-pyrazol-3-yl)-propanal (55 mg, 0.187 mmol), 1-phenylpiperazine (0.026 mL, 0.170 mmol), DIPEA (0.030 mL, 0.170 mmol) and NaBH(OAc)3 (108 mg, 0.510 mmol).